From a dataset of the Open Reaction Database (ORD), a public repository of structured organic reaction records. describe an organic reaction: reactants, conditions, products, and yield Reactants: C([O-])(O)=O.[Na+] (sodium bicarbonate), S(O)(O)(=O)=O (Sulfuric acid), NC1=C(C(=C(C=C1C)O)C)C (4-amino-2,3,5-trimethylphenol), CC(CO)=C (2-methyl-2-propenol). Run in ClCCl (dichloromethane). Yields the product NC=1C(=C(C2=C(CC(O2)(C)C)C1C)C)C (5-Amino-2,2,4,6,7-pentamethyl-2,3-dihydrobenzofuran). Isolated yield 16.9%. As a reaction SMILES: S(=O)(=O)(O)O.[NH2:6][C:7]1[C:12]([CH3:13])=[CH:11][C:10]([OH:14])=[C:9]([CH3:15])[C:8]=1[CH3:16].[CH3:17][C:18](=C)[CH2:19]O.[C:22](=O)(O)[O-].[Na+]>ClCCl>[NH2:6][C:7]1[C:12]([CH3:13])=[C:11]([CH3:22])[C:10]2[O:14][C:18]([CH3:19])([CH3:17])[CH2:15][C:9]=2[C:8]=1[CH3:16] |f:3.4|. Procedure: Sulfuric acid (2.0 mi) was added to a solution of 4-amino-2,3,5-trimethylphenol (2.0 g, 13.2 mmol) and 2-methyl-2-propenol (1.15 g, 15.8 mmol) in dichloromethane (20 ml) and the mixture was heated under reflux for 18 hours under an argon atmosphere. The reaction solution was made weak alkaline with aqueous saturated sodium bicarbonate solution and the organic layer was separated. The organic layer was washed with water, dried and then concentrated. The residue was purified by column chromatograp... Starting materials: NC1=CC2=C(CS(C2)(=O)=O)C=C1 (5-amino-2,3-dihydro-1H-2lambda(6)-benzo[c]thiophene-2,2-dione), FC(C=1C=CC(=NC1)C=C)(F)F (5-trifluoromethyl-2-vinyl-pyridine). Yields the product O=S1(CC2=C(C1)C=C(C=C2)NCCC2=NC=C(C=C2)C(F)(F)F)=O ((2,2-dioxo-2,3-dihydro-1H-2lambda(6)-benzo[c]thiophen-5-yl)-[2-(5-trifluoromethyl-pyridin-2-yl)-ethyl]-amine). RXN SMILES: [NH2:1][C:2]1[CH:12]=[CH:11][C:5]2[CH2:6][S:7](=[O:10])(=[O:9])[CH2:8][C:4]=2[CH:3]=1.[F:13][C:14]([F:24])([F:23])[C:15]1[CH:16]=[CH:17][C:18]([CH:21]=[CH2:22])=[N:19][CH:20]=1>>[O:9]=[S:7]1(=[O:10])[CH2:8][C:4]2[CH:3]=[C:2]([NH:1][CH2:22][CH2:21][C:18]3[CH:17]=[CH:16][C:15]([C:14]([F:24])([F:13])[F:23])=[CH:20][N:19]=3)[CH:12]=[CH:11][C:5]=2[CH2:6]1. Reported procedure: In analogy to the procedure described for the synthesis example 25 (step 1), the title compound (2,2-dioxo-2,3-dihydro-1H-2lambda(6)-benzo[c]thiophen-5-yl)-[2-(5-trifluoromethyl-pyridin-2-yl)-ethyl]-amine (MS m/e: 357.1 [M+H]+) was prepared from 5-amino-2,3-dihydro-1H-2lambda(6)-benzo[c]thiophene-2,2-dione instead of 3,4-dimethylaniline and 5-trifluoromethyl-2-vinyl-pyridine. RXN SMILES: N1C=CC(C2C(C3C=CC(OCC4C=CC5C(=CC=CC=5)N=4)=CC=3)=NN([CH2:12][C:13]([F:16])([F:15])[F:14])C=2)=CC=1.[CH2:35]([O:42][C:43]1[CH:48]=[CH:47][C:46]([C:49]2[C:53]([C:54]3[CH:59]=[CH:58][N:57]=[CH:56][CH:55]=3)=[CH:52][NH:51][N:50]=2)=[C:45]([F:60])[CH:44]=1)[C:36]1[CH:41]=[CH:40][CH:39]=[CH:38][CH:37]=1>>[CH2:35]([O:42][C:43]1[CH:48]=[CH:47][C:46]([C:49]2[C:53]([C:54]3[CH:59]=[CH:58][N:57]=[CH:56][CH:55]=3)=[CH:52][N:51]([CH2:12][C:13]([F:16])([F:15])[F:14])[N:50]=2)=[C:45]([F:60])[CH:44]=1)[C:36]1[CH:41]=[CH:40][CH:39]=[CH:38][CH:37]=1. Starting materials: N1=CC=C(C=C1)C=1C(=NN(C1)CC(F)(F)F)C1=CC=C(OCC2=NC3=CC=CC=C3C=C2)C=C1 (2-{4-[-Pyridin-4-yl-1-(2,2,2-trifluoro-ethyl)-1H-pyrazol-3-yl]-phenoxymethyl}-quinoline), C(C1=CC=CC=C1)OC1=CC(=C(C=C1)C1=NNC=C1C1=CC=NC=C1)F (4-[3-(4-Benzyloxy-2-fluoro-phenyl)-1H-pyrazol4-yl]-pyridine). Reported procedure: Following the procedure for the preparation of 2-{4-[-Pyridin-4-yl-1-(2,2,2-trifluoro-ethyl)-1H-pyrazol-3-yl]-phenoxymethyl}-quinoline but substituting 4-[3-(4-Benzyloxy-2-fluoro-phenyl)-1H-pyrazol4-yl]-pyridine provided the title compound. MS: (M+H m/z=428.4). Yields the product C(C1=CC=CC=C1)OC1=CC(=C(C=C1)C1=NN(C=C1C1=CC=NC=C1)CC(F)(F)F)F (4-[3-(4-Benzyloxy-2-fluoro-phenyl)-1-(2,2,2-trifluoro-ethyl)-1H-pyrazol-4-yl]-pyridine). The reactants are C(C1CO1)OCC1CO1 (glycidyl ether), C(CCCCCCCCCCCCCCC)O (hexadecanol). Product: C(CCCCCCCCCCCCCCC)OCC1COCC(O1)=O (6-Hexadecyloxymethyl-1,4-dioxan-2-one). RXN SMILES: [CH2:1]([O:5][CH2:6][CH:7]1[O:9]C1)[CH:2]1[O:4][CH2:3]1.[CH2:10]([OH:26])[CH2:11][CH2:12][CH2:13][CH2:14][CH2:15][CH2:16][CH2:17][CH2:18][CH2:19][CH2:20][CH2:21][CH2:22][CH2:23][CH2:24][CH3:25]>>[CH2:10]([O:26][CH2:3][CH:2]1[O:4][C:7](=[O:9])[CH2:6][O:5][CH2:1]1)[CH2:11][CH2:12][CH2:13][CH2:14][CH2:15][CH2:16][CH2:17][CH2:18][CH2:19][CH2:20][CH2:21][CH2:22][CH2:23][CH2:24][CH3:25]. Procedure: Prepared from the glycidyl ether of hexadecanol.